Dataset: the Open Reaction Database (ORD), a public repository of structured organic reaction records. Task: describe an organic reaction: reactants, conditions, products, and yield The reactants are C1CCC2=NCCCN2CC1, CN1CCN(c2ccc(OC(F)(F)F)c(Nc3ncc4c(n3)-c3c(c(C(N)=O)nn3CCCl)CC4)c2)CC1, O. The product is C=Cn1nc(C(N)=O)c2c1-c1nc(Nc3cc(N4CCN(C)CC4)ccc3OC(F)(F)F)ncc1CC2. As a reaction SMILES: [CH2:39]1[CH2:40][CH2:41][C:42]2=[N:47][CH2:46][CH2:45][CH2:44][N:43]2[CH2:48][CH2:49]1.[Cl:1][CH2:2][CH2:3][n:4]1[n:5][c:6]([C:36](=[O:37])[NH2:38])[c:7]2[c:16]1-[c:15]1[c:10]([cH:11][n:12][c:13]([NH:17][c:18]3[c:19]([O:31][C:32]([F:33])([F:34])[F:35])[cH:20][cH:21][c:22]([N:24]4[CH2:25][CH2:26][N:27]([CH3:30])[CH2:28][CH2:29]4)[cH:23]3)[n:14]1)[CH2:9][CH2:8]2.[OH2:50]>>[CH2:2]=[CH:3][n:4]1[n:5][c:6]([C:36](=[O:37])[NH2:38])[c:7]2[c:16]1-[c:15]1[c:10]([cH:11][n:12][c:13]([NH:17][c:18]3[c:19]([O:31][C:32]([F:33])([F:34])[F:35])[cH:20][cH:21][c:22]([N:24]4[CH2:25][CH2:26][N:27]([CH3:30])[CH2:28][CH2:29]4)[cH:23]3)[n:14]1)[CH2:9][CH2:8]2.